Dataset: the Open Reaction Database (ORD), a public repository of structured organic reaction records. Task: describe an organic reaction: reactants, conditions, products, and yield The reactants are O([K])[Si](C)(C)C (KOSiMe3), IC1=CC=CC2=CC=CC=C12 (1-iodonaphthalene), Pd(dba). Run at time 2 hour. The product is C(=C\CCCCC)/C1=CC=CC2=CC=CC=C12 ((E)-1-(Heptenyl)naphthalene). Reaction SMILES: O([Si](C)(C)C)[K].I[C:8]1[C:17]2[C:12](=[CH:13][CH:14]=[CH:15][CH:16]=2)[CH:11]=[CH:10][CH:9]=1>>[CH:17](/[C:8]1[C:17]2[C:12](=[CH:13][CH:14]=[CH:15][CH:16]=2)[CH:11]=[CH:10][CH:9]=1)=[CH:8]\[CH2:9][CH2:10][CH2:11][CH2:12][CH3:13]. Procedure details: Following General Procedure II, a mixture of KOSiMe3 (570 mg, 4.0 mmol, 2.0 equiv), (E)-21 (379 mg, 2.2 mmol, 1.1 equiv), 1-iodonaphthalene (292 μL, 2.0 mmol) and Pd(dba) (58 mg, 0.1 mmol, 0.05 equiv) was stirred at room temperature for 2 h, and then was filtered through SiO2. Purification by column chromatography (RP C18, MeOH/H2O, 9/1) and Kugelrohr distillation afforded 416 mg (93%) of (E)-154a as colorless oil.